From a dataset of the Open Reaction Database (ORD), a public repository of structured organic reaction records. describe an organic reaction: reactants, conditions, products, and yield The reactants are ClC(Cl)Cl, COc1c(C)cnc(CO)c1C. Yields the product Cl, COc1c(C)cnc(CCl)c1C. As a reaction SMILES: [Cl:13][CH:14]([Cl:15])[Cl:16].[OH:1][CH2:2][c:3]1[n:4][cH:5][c:6]([CH3:12])[c:7]([O:10][CH3:11])[c:8]1[CH3:9]>>[ClH:13].[c:3]1([CH2:14][Cl:16])[n:4][cH:5][c:6]([CH3:12])[c:7]([O:10][CH3:11])[c:8]1[CH3:9]. Reactants: N#Cc1cc2c(Oc3ccc(NC(=O)Nc4ccc(F)cc4)c(F)c3)ccnc2cc1OCC1CO1, C1CCNC1, C1CCOC1. The product is N#Cc1cc2c(Oc3ccc(NC(=O)Nc4ccc(F)cc4)c(F)c3)ccnc2cc1OCC(O)CN1CCCC1. RXN SMILES: [C:6](#[N:7])[c:8]1[cH:9][c:10]2[c:11]([O:23][c:24]3[cH:25][c:26]([F:41])[c:27]([NH:30][C:31](=[O:32])[NH:33][c:34]4[cH:35][cH:36][c:37]([F:40])[cH:38][cH:39]4)[cH:28][cH:29]3)[cH:12][cH:13][n:14][c:15]2[cH:16][c:17]1[O:18][CH2:19][CH:20]1[O:21][CH2:22]1.[CH2:1]1[CH2:2][CH2:3][NH:4][CH2:5]1.[O:42]1[CH2:43][CH2:44][CH2:45][CH2:46]1>>[CH2:1]1[CH2:2][CH2:3][N:4]([CH2:22][CH:20]([CH2:19][O:18][c:17]2[c:8]([C:6]#[N:7])[cH:9][c:10]3[c:11]([O:23][c:24]4[cH:25][c:26]([F:41])[c:27]([NH:30][C:31](=[O:32])[NH:33][c:34]5[cH:35][cH:36][c:37]([F:40])[cH:38][cH:39]5)[cH:28][cH:29]4)[cH:12][cH:13][n:14][c:15]3[cH:16]2)[OH:21])[CH2:5]1. RXN SMILES: [C:1]([N:5]1[CH2:27][CH2:26][CH2:25][CH2:24][C:8]2[C:9]([Br:23])=[C:10]3[C:19]4[CH:18]=[C:17](Br)[C:16]([O:21][CH3:22])=[CH:15][C:14]=4[CH2:13][CH2:12][N:11]3[C:7]=2[C:6]1=[O:28])([CH3:4])([CH3:3])[CH3:2].[N:29]1[CH:34]=[CH:33][CH:32]=[C:31](B(O)O)[CH:30]=1.C([O-])([O-])=O.[K+].[K+].COCCOC>O>[C:1]([N:5]1[CH2:27][CH2:26][CH2:25][CH2:24][C:8]2[C:9]([Br:23])=[C:10]3[C:19]4[CH:18]=[C:17]([C:31]5[CH:30]=[N:29][CH:34]=[CH:33][CH:32]=5)[C:16]([O:21][CH3:22])=[CH:15][C:14]=4[CH2:13][CH2:12][N:11]3[C:7]=2[C:6]1=[O:28])([CH3:2])([CH3:3])[CH3:4] |f:2.3.4|. Starting materials: C(C)(C)(C)N1C(C2=C(C(=C3N2CCC=2C=C(C(=CC32)Br)OC)Br)CCCC1)=O (9-tert-butyl-2,14-dibromo-3-methoxy-5,6,10,11,12,13-hexahydroazocino[4′,3′:4,5]pyrrolo[2,1-a]isoquinolin-8(9H)-one), N1=CC(=CC=C1)B(O)O (pyridine-3-boronic acid), C(=O)([O-])[O-].[K+].[K+] (K2CO3), COCCOC (DME). Product: C(C)(C)(C)N1C(C2=C(C(=C3N2CCC=2C=C(C(=CC32)C=3C=NC=CC3)OC)Br)CCCC1)=O (9-tert-butyl-2-(3-pyridyl)-14-bromo-3-methoxy-5,6,10,11,12,13-hexahydroazocino[4′,3′:4,5]pyrrolo[2,1-a]isoquinolin-8(9H)-one). Reported procedure: A mixture of 250 mg of 25a, 72 mg of pyridine-3-boronic acid, 135 mg of K2CO3 and 5 ml of degassed 90% aqueous DME was heated under N2 for 16 h at 90° C. The reaction was then cooled and diluted with water, and the product was extracted with ethyl acetate. The organic extract was washed with water, dried and concentrated, and the remainder was chromatographed over silica gel (using a gradient of heptane/ethyl acetate as eluent). The product isolated was triturated with diethylether, to provide 1... Solvent: O (water). Reaction conditions: temperature 90 celsius. Yield: 73.5%. Reactants: C1(CCCCC1)CCO (2-cyclohexylethan-1-ol), II (I2), N1C=NC=C1 (imidazole), C1=CC=C(C=C1)P(C2=CC=CC=C2)C3=CC=CC=C3 (PPh3). Solvent: O1CCCC1 (tetrahydrofuran). Conditions: time 4 hour. Yields the product ICCC1CCCCC1 ((2-iodoethyl)cyclohexane). Yield: 79.0%. Reaction SMILES: [CH:1]1([CH2:7][CH2:8]O)[CH2:6][CH2:5][CH2:4][CH2:3][CH2:2]1.N1C=CN=C1.C1C=CC(P(C2C=CC=CC=2)C2C=CC=CC=2)=CC=1.[I:34]I>O1CCCC1>[I:34][CH2:8][CH2:7][CH:1]1[CH2:6][CH2:5][CH2:4][CH2:3][CH2:2]1. Reported procedure: Into a 250-mL 3-necked round-bottom flask was placed 2-cyclohexylethan-1-ol (3 g, 23.40 mmol, 1.00 equiv), imidazole (2 g, 29.41 mmol, 1.26 equiv), PPh3 (8 g, 30.50 mmol, 1.30 equiv), tetrahydrofuran (60 mL) and I2 (7.7 g, 30.31 mmol, 1.30 equiv). The resulting solution was stirred for 4 h at room temperature. The reaction was then quenched by the addition of 100 mL of sodium bicarbonate (sat.). The resulting solution was extracted with 2×100 mL of ethyl acetate and the organic layers combined a... Reactants: CCO, NN, Nc1nc2ccccc2c2sc(CON3C(=O)c4ccccc4C3=O)nc12. Yields the product NOCc1nc2c(N)nc3ccccc3c2s1. Reaction SMILES: [CH3:30][CH2:31][OH:32].[NH2:1][NH2:2].[NH2:3][c:4]1[n:5][c:6]2[cH:7][cH:8][cH:9][cH:10][c:11]2[c:12]2[c:13]1[n:14][c:15]([CH2:17][O:18][N:19]1[C:20](=[O:21])[c:22]3[c:23]([cH:24][cH:25][cH:26][cH:27]3)[C:28]1=[O:29])[s:16]2>>[NH2:3][c:4]1[n:5][c:6]2[cH:7][cH:8][cH:9][cH:10][c:11]2[c:12]2[c:13]1[n:14][c:15]([CH2:17][O:18][NH2:19])[s:16]2.